This data is from the Open Reaction Database (ORD), a public repository of structured organic reaction records. The task is: describe an organic reaction: reactants, conditions, products, and yield Reactants: FC=1C(=C(CN(C)C)C=C(C1)F)O (3,5-difluoro-2-hydroxy-N,N-dimethylbenzylamine), CI (methyl iodide). Solvent: C(Cl)(Cl)Cl (chloroform). Product: [I-].FC=1C(=C(C[N+](C)(C)C)C=C(C1)F)O (3,5-Difluoro-2-hydroxy-N,N,N-trimethylbenzylammonium iodide). Yield: 87.0%. RXN SMILES: [F:1][C:2]1[C:3]([OH:13])=[C:4]([CH:9]=[C:10]([F:12])[CH:11]=1)[CH2:5][N:6]([CH3:8])[CH3:7].[CH3:14][I:15]>C(Cl)(Cl)Cl>[I-:15].[F:1][C:2]1[C:3]([OH:13])=[C:4]([CH:9]=[C:10]([F:12])[CH:11]=1)[CH2:5][N+:6]([CH3:14])([CH3:8])[CH3:7] |f:3.4|. Procedure details: 74 g (0.40 mol) of 3,5-difluoro-2-hydroxy-N,N-dimethylbenzylamine was dissolved in 300 ml of chloroform, and 200 ml of methyl iodide was added thereto. The mixture was heated under reflux for 3 hr to deposit a yellow precipitate. The precipitate was recovered by filtration to prepare 114 g (yield: 87%) of the intended product. Reactants: N=1N=C(OC)C=2C=CC=CC2C1, IC1COC1. Reagents/catalysts: O=S(=O)(O)O, OO, [Fe].O=S(=O)(O)O.O. Solvent: O, O=S(C)C. Reaction conditions: temperature 60 celsius, time 1 hour. The product is O=C1NN=C(C=2C=CC=CC12)C3COC3. The yield is 34.0%. Procedure details: H2O2  (30%  in  H2O;  0.23  mL,  2.25  mmol)  was  added  dropwise   over   5   min   to   a   stirred   solution   of   1-methoxyphthalazine   1l   (120   mg,   0.75   mmol),   concentrated  H2SO4  (80  μL,  1.5  mmol),  3-iodooxetane  (276  mg,  1.5  mmol)  and  iron(II)  sulfate  heptahydrate  (63  mg,  0.225  mmol)  in  DMSO  (7.5  mL)  at  60  °C.  After  1-2  min  a  further  portion  of  iron(II) sulfate heptahydrate (50 mg, 0.19 mmol) was added and the mixture was stirred at 60 °C for 60... The reactants are C(C)(C)N(CC)C(C)C (diisopropylethylamine), IC (iodomethane), C[C@@H]1CC[C@H](CC1)NC(C=CC1=CC(=C(C=C1)OCC(=O)O)OC)=O (N-(trans-4-methylcyclohexyl)-4-(carboxymethoxy)-3-methoxycinnamamide). Run in C(Cl)Cl (methylene chloride). Run at time 16 hour. Product: C[C@@H]1CC[C@H](CC1)NC(C=CC1=CC(=C(C=C1)OCC(=O)OC)OC)=O (N-(trans-4-methylcyclohexyl)4-(methoxycarbonylmethoxy)-3-methoxycinnamamide). As a reaction SMILES: [CH:1](N(C(C)C)CC)(C)C.IC.[CH3:12][C@H:13]1[CH2:18][CH2:17][C@H:16]([NH:19][C:20](=[O:36])[CH:21]=[CH:22][C:23]2[CH:28]=[CH:27][C:26]([O:29][CH2:30][C:31]([OH:33])=[O:32])=[C:25]([O:34][CH3:35])[CH:24]=2)[CH2:15][CH2:14]1>C(Cl)Cl>[CH3:12][C@H:13]1[CH2:14][CH2:15][C@H:16]([NH:19][C:20](=[O:36])[CH:21]=[CH:22][C:23]2[CH:28]=[CH:27][C:26]([O:29][CH2:30][C:31]([O:33][CH3:1])=[O:32])=[C:25]([O:34][CH3:35])[CH:24]=2)[CH2:17][CH2:18]1. Procedure: 30 ml of diisopropylethylamine and 1.0 ml of iodomethane were added to a solution of 1.84 g of N-(trans-4-methylcyclohexyl)-4-(carboxymethoxy)-3-methoxycinnamamide (Example 172) in 50 ml methylene chloride. The solution was stirred for 16 hours, while it was refluxed. After reaction, the reaction solution was washed three times with 200 ml of an aqueous sodium thiosulfate solution and once with an aqueous sodium chloride solution, and was dried over magnesium sulfate. Then, the solvent was remov... Starting materials: OC1=CC=C(C=C1)C=CC1=C2C(C(NC2=CC=C1)=O)=NNC1=CC=C(C=C1)S(=O)(=O)N (4-(N′-{4-[2-(4-hydroxyphenyl)-vinyl]-2-oxo-1,2-dihydro-indol-3-ylidene}-hydrazino)-benzenesulfonamide). The reagents and catalysts are [Pd] (palladium on charcoal). Solvent: CO.C1CCOC1 (MeOH THF). Run at time 1 hour. The product is OC1=CC=C(C=C1)CCC1=C2C(C(NC2=CC=C1)=O)=NNC1=CC=C(C=C1)S(=O)(=O)N (4-(N′-{4-[2-(4-Hydroxyphenyl)-ethyl]-2-oxo-1,2-dihydro-indol-3-ylidene}-hydrazino)-benzenesulfonamide). Yield: 9.3%. As a reaction SMILES: [OH:1][C:2]1[CH:7]=[CH:6][C:5]([CH:8]=[CH:9][C:10]2[CH:18]=[CH:17][CH:16]=[C:15]3[C:11]=2[C:12](=[N:20][NH:21][C:22]2[CH:27]=[CH:26][C:25]([S:28]([NH2:31])(=[O:30])=[O:29])=[CH:24][CH:23]=2)[C:13](=[O:19])[NH:14]3)=[CH:4][CH:3]=1>[Pd].CO.C1COCC1>[OH:1][C:2]1[CH:3]=[CH:4][C:5]([CH2:8][CH2:9][C:10]2[CH:18]=[CH:17][CH:16]=[C:15]3[C:11]=2[C:12](=[N:20][NH:21][C:22]2[CH:27]=[CH:26][C:25]([S:28]([NH2:31])(=[O:30])=[O:29])=[CH:24][CH:23]=2)[C:13](=[O:19])[NH:14]3)=[CH:6][CH:7]=1 |f:2.3|. Procedure details: A mixture of 0.028 g (0.64 mmol) of 4-(N′-{4-[2-(4-hydroxyphenyl)-vinyl]-2-oxo-1,2-dihydro-indol-3-ylidene}-hydrazino)-benzenesulfonamide (Z isomer) and 0.015 g of 10% palladium on charcoal in 60 mL of MeOH:THF (4:1) was subjected to hydrogenation on a Parr apparatus at 50 psi for 1 h. The mixture was filtered through celite, and the filtrate was concentrated to give 0.026 g (93%) of the title compound as a yellow solid: 1H NMR (DMSO-d6): δ2.82 (t, J=8.0 Hz, 2H), 3.23 (t, J=8.0 Hz, 2H), 6.69 (d,...